Task: describe an organic reaction: reactants, conditions, products, and yield. Dataset: the Open Reaction Database (ORD), a public repository of structured organic reaction records Starting materials: C(C)(=O)NC1=CNC2=NC=CC(=C21)N2CCN(CC2)C([C@@H](CC2=CC=C(C=C2)Cl)NC(OC(C)(C)C)=O)=O ((R)-tert-Butyl 1-(4-(3-acetamido-1H-pyrrolo[2,3-b]pyridin-4-yl)piperazin-1-yl)-3-(4-chlorophenyl)-1-oxopropan-2-ylcarbamate), C1(=C(C(=C(C(=C1F)F)F)N)F)N.Cl.Cl (dihydrochloride), C(=O)(C(F)(F)F)O (TFA). Run in C(Cl)Cl (DCM). Run at time 1 hour. The product is N[C@@H](C(=O)N1CCN(CC1)C1=C2C(=NC=C1)NC=C2NC(C)=O)CC2=CC=C(C=C2)Cl ((R)—N-(4-(4-(2-amino-3-(4-chlorophenyl)propanoyl)piperazin-1-yl)-1H-pyrrolo[2,3-b]pyridin-3-yl)acetamide). Yield: 104.3%. Reaction SMILES: [C:1]([NH:4][C:5]1[C:13]2[C:8](=[N:9][CH:10]=[CH:11][C:12]=2[N:14]2[CH2:19][CH2:18][N:17]([C:20](=[O:38])[C@H:21]([NH:30]C(=O)OC(C)(C)C)[CH2:22][C:23]3[CH:28]=[CH:27][C:26]([Cl:29])=[CH:25][CH:24]=3)[CH2:16][CH2:15]2)[NH:7][CH:6]=1)(=[O:3])[CH3:2].C(O)(C(F)(F)F)=O.C1(N)C(F)=C(F)C(F)=C(N)C=1F.Cl.Cl>C(Cl)Cl>[NH2:30][C@H:21]([CH2:22][C:23]1[CH:24]=[CH:25][C:26]([Cl:29])=[CH:27][CH:28]=1)[C:20]([N:17]1[CH2:16][CH2:15][N:14]([C:12]2[CH:11]=[CH:10][N:9]=[C:8]3[NH:7][CH:6]=[C:5]([NH:4][C:1](=[O:3])[CH3:2])[C:13]=23)[CH2:19][CH2:18]1)=[O:38] |f:2.3.4|. Procedure details: (R)-tert-Butyl 1-(4-(3-acetamido-1H-pyrrolo[2,3-b]pyridin-4-yl)piperazin-1-yl)-3-(4-chlorophenyl)-1-oxopropan-2-ylcarbamate (0.047 g, 0.087 mmol) was placed in DCM (5 mL) at room temperature. TFA (0.5 mL) was then added, and the reaction was stirred at room temperature for 1 hour. The reaction was then concentrated to dryness. The crude residue was then dissolved in minimal DCM and added dropwise to a stirring solution of 1M HCl in ether. The resulting solid was filtered, washed with ether and d...